Task: describe an organic reaction: reactants, conditions, products, and yield. Dataset: the Open Reaction Database (ORD), a public repository of structured organic reaction records The reactants are Cl.FC1=C(C=CC=C1)C=1C=NNC1 (4-(2-fluoro-phenyl)-1H-pyrazolehydrochloride salt), ClC(Cl)(OC(OC(Cl)(Cl)Cl)=O)Cl (triphosgene), CCN(C(C)C)C(C)C (DIPEA), Cl.NCC(=O)N1CCN(CC1)C(C1=C(C=CC(=C1)F)C(F)(F)F)=O (2-amino-1-[4-(5-fluoro-2-trifluoromethyl-benzoyl)-piperazin-1-yl]-ethanone hydrochloride salt), CCN(C(C)C)C(C)C (DIPEA). Solvent: C(Cl)Cl (DCM), C(Cl)Cl (DCM), O (water), C(Cl)Cl (DCM). Conditions: time 30 minute. Product: FC=1C=CC(=C(C(=O)N2CCN(CC2)C(CNC(=O)N2N=CC(=C2)C2=C(C=CC=C2)F)=O)C1)C(F)(F)F (4-(2-fluoro-phenyl)-pyrazole-1-carboxylic acid {2-[4-(5-fluoro-2-trifluoromethyl-benzoyl)-piperazin-1-yl]-2-oxo-ethyl}-amide). Isolated yield 45.0%. As a reaction SMILES: Cl.[F:2][C:3]1[CH:8]=[CH:7][CH:6]=[CH:5][C:4]=1[C:9]1[CH:10]=[N:11][NH:12][CH:13]=1.CCN(C(C)C)C(C)C.Cl[C:24](Cl)([O:26]C(=O)OC(Cl)(Cl)Cl)Cl.Cl.[NH2:36][CH2:37][C:38]([N:40]1[CH2:45][CH2:44][N:43]([C:46](=[O:58])[C:47]2[CH:52]=[C:51]([F:53])[CH:50]=[CH:49][C:48]=2[C:54]([F:57])([F:56])[F:55])[CH2:42][CH2:41]1)=[O:39]>C(Cl)Cl.O>[F:53][C:51]1[CH:50]=[CH:49][C:48]([C:54]([F:55])([F:57])[F:56])=[C:47]([CH:52]=1)[C:46]([N:43]1[CH2:42][CH2:41][N:40]([C:38](=[O:39])[CH2:37][NH:36][C:24]([N:12]2[CH:13]=[C:9]([C:4]3[CH:5]=[CH:6][CH:7]=[CH:8][C:3]=3[F:2])[CH:10]=[N:11]2)=[O:26])[CH2:45][CH2:44]1)=[O:58] |f:0.1,4.5|. Reported procedure: A mixture of 4-(2-fluoro-phenyl)-1H-pyrazolehydrochloride salt (prepared by the method described above) (50 mg, 0.25 mmol), DIPEA (85 mg, 0.115 ml, 0.66 mmol) and DCM (1.5 ml) was added to a stirred solution of triphosgene (30 mg, 0.1 mmol) in DCM (2.5 mL) at room temperature. After 30 minutes, to the above solution, a mixture of 2-amino-1-[4-(5-fluoro-2-trifluoromethyl-benzoyl)-piperazin-1-yl]-ethanone hydrochloride salt (prepared by the method described above) (102 mg, 0.27 mmol), DIPEA (85 mg... The reactants are C1(=CC=CC=C1)C(=C)C1=CC=CC=C1 (1,1-diphenylethylene), BrBr (bromine). Solvent: C1CCCCC1 (cyclohexane). Reaction conditions: time 20 hour. Product: C1(=CC=CC=C1)C(=CBr)C1=CC=CC=C1 (1,1-diphenyl-2-bromoethylene). Isolated yield 83.4%. Reaction SMILES: [C:1]1([C:7]([C:9]2[CH:14]=[CH:13][CH:12]=[CH:11][CH:10]=2)=[CH2:8])[CH:6]=[CH:5][CH:4]=[CH:3][CH:2]=1.[Br:15]Br>C1CCCCC1>[C:1]1([C:7]([C:9]2[CH:10]=[CH:11][CH:12]=[CH:13][CH:14]=2)=[CH:8][Br:15])[CH:6]=[CH:5][CH:4]=[CH:3][CH:2]=1. Reported procedure: 20 g (111 mmoles) of 1,1-diphenylethylene was dissolved in 70 ml of cyclohexane, to which was then added dropwise 35 g (222 mmoles) of bromine at room temperature. The mixture was stirred at the same temperature for 20 hours and further heated under reflux for one hour. After cooling, the reaction mixture was washed with a sodium thiosulfate aqueous solution and saturated salt water, and an organic phase was separated by liquid separation. The organic phase was concentrated and subjected to Kuge... Reactants: CC1(C(NC2=CC=C(C=C2C1)C(=O)O)C1=CC(=CC(=C1)N1CCOCC1)OC)C (3,3-dimethyl-2-(3-methoxy-5-morpholin-4-yl-phenyl)-1,2,3,4-tetrahydro-quinoline-6-carboxylic acid), 1-3-dimethylaminopropyl-3-ethylcarbodiimide hydrochloride, C1(CC1)S(=O)(=O)N (cyclopropane sulfonamide). The reagents and catalysts are CN(C1=CC=NC=C1)C (4-dimethylaminopyridine). Solvent: ClCCl (dichloromethane). Conditions: temperature 65 celsius. Product: CC1(C(NC2=CC=C(C=C2C1)C(=O)NS(=O)(=O)C1CC1)C1=CC(=CC(=C1)N1CCOCC1)OC)C (cyclopropanesulfonic acid [3,3-dimethyl-2-(3-methoxy-5-morpholin-4-yl-phenyl)-1,2,3,4-tetrahydro-quinoline-6-carbonyl]-amide). Isolated yield 34.7%. Reaction SMILES: [CH3:1][C:2]1([CH3:29])[CH2:11][C:10]2[C:5](=[CH:6][CH:7]=[C:8]([C:12]([OH:14])=O)[CH:9]=2)[NH:4][CH:3]1[C:15]1[CH:20]=[C:19]([N:21]2[CH2:26][CH2:25][O:24][CH2:23][CH2:22]2)[CH:18]=[C:17]([O:27][CH3:28])[CH:16]=1.[CH:30]1([S:33]([NH2:36])(=[O:35])=[O:34])[CH2:32][CH2:31]1>CN(C)C1C=CN=CC=1.ClCCl>[CH3:1][C:2]1([CH3:29])[CH2:11][C:10]2[C:5](=[CH:6][CH:7]=[C:8]([C:12]([NH:36][S:33]([CH:30]3[CH2:32][CH2:31]3)(=[O:35])=[O:34])=[O:14])[CH:9]=2)[NH:4][CH:3]1[C:15]1[CH:20]=[C:19]([N:21]2[CH2:26][CH2:25][O:24][CH2:23][CH2:22]2)[CH:18]=[C:17]([O:27][CH3:28])[CH:16]=1. Procedure details: A mixture of 3,3-dimethyl-2-(3-methoxy-5-morpholin-4-yl-phenyl)-1,2,3,4-tetrahydro-quinoline-6-carboxylic acid (120 mg, 0.3 mmol), 1-3-dimethylaminopropyl-3-ethylcarbodiimide hydrochloride (87 mg, 0.45 mmol), 4-dimethylaminopyridine (55 mg, 0.45 mmol), cyclopropane sulfonamide (109 mg, 0.9 mmol) in dichloromethane (10 mL) was heated for at 65° C. for 12 hours. Removal of the solvent afforded an oil residue. Purification by Waters automated flash system (column: Xterra 30 mm×100 mm, sample manage... The reactants are Clc1c(Br)cccc1Br, CC#C[Si](C)(C)C, CCCC[N+](CCCC)(CCCC)CCCC, CC(C)NC(C)C, I[Cu]I, [F-], CN(C)C=O. Product: CC#Cc1cccc(Br)c1Cl. As a reaction SMILES: [Br:1][c:2]1[c:3]([Cl:9])[c:4]([Br:8])[cH:5][cH:6][cH:7]1.[CH3:10][Si:11]([C:12]#[C:13][CH3:14])([CH3:15])[CH3:16].[CH3:18][CH2:19][CH2:20][CH2:21][N+:22]([CH2:23][CH2:24][CH2:25][CH3:26])([CH2:27][CH2:28][CH2:29][CH3:30])[CH2:31][CH2:32][CH2:33][CH3:34].[CH:35]([NH:36][CH:37]([CH3:38])[CH3:39])([CH3:40])[CH3:41].[Cu:42]([I:43])[I:44].[F-:17].[O:45]=[CH:46][N:47]([CH3:48])[CH3:49]>>[c:2]1([C:12]#[C:13][CH3:14])[c:3]([Cl:9])[c:4]([Br:8])[cH:5][cH:6][cH:7]1. The reactants are FC=1C=C(C=CC1F)C1=NC(=NC(=C1)C(F)(F)F)N1C=NC(=C1)[Sn](CCCC)(CCCC)CCCC (4-(3,4-difluoro-phenyl)-2-(4-tributylstannanyl-imidazol-1-yl)-6-trifluoromethyl-pyrimidine), CC(C)(C)NS(=O)(=O)C1=CC=C(S1)Br (5-bromothiophene-2-N-tert-butylsulfonamide), CCCCCC (hexane). Reagents/catalysts: C=1C=CC(=CC1)[P](C=2C=CC=CC2)(C=3C=CC=CC3)[Pd]([P](C=4C=CC=CC4)(C=5C=CC=CC5)C=6C=CC=CC6)([P](C=7C=CC=CC7)(C=8C=CC=CC8)C=9C=CC=CC9)[P](C=1C=CC=CC1)(C=1C=CC=CC1)C=1C=CC=CC1 (tetrakis(triphenylphosphine)palladium). Solvent: C1(=CC=CC=C1)C (toluene). Reaction conditions: time 1 hour. Yields the product C(C)(C)(C)NS(=O)(=O)C=1SC(=CC1)C=1N=CN(C1)C1=NC(=CC(=N1)C1=CC(=C(C=C1)F)F)C(F)(F)F (5-{1-[4-(3,4-difluoro-phenyl)-6-trifluoromethyl-pyrimidin-2-yl]-1H-imidazol-4-yl}-thiophene-2-sulfonic acid tert-butyl amide). Isolated yield 129.9%. As a reaction SMILES: [F:1][C:2]1[CH:3]=[C:4]([C:9]2[CH:14]=[C:13]([C:15]([F:18])([F:17])[F:16])[N:12]=[C:11]([N:19]3[CH:23]=[C:22]([Sn](CCCC)(CCCC)CCCC)[N:21]=[CH:20]3)[N:10]=2)[CH:5]=[CH:6][C:7]=1[F:8].[CH3:37][C:38]([NH:41][S:42]([C:45]1[S:49][C:48](Br)=[CH:47][CH:46]=1)(=[O:44])=[O:43])([CH3:40])[CH3:39].CCCCCC>C1(C)C=CC=CC=1.C1C=CC([P]([Pd]([P](C2C=CC=CC=2)(C2C=CC=CC=2)C2C=CC=CC=2)([P](C2C=CC=CC=2)(C2C=CC=CC=2)C2C=CC=CC=2)[P](C2C=CC=CC=2)(C2C=CC=CC=2)C2C=CC=CC=2)(C2C=CC=CC=2)C2C=CC=CC=2)=CC=1>[C:38]([NH:41][S:42]([C:45]1[S:49][C:48]([C:22]2[N:21]=[CH:20][N:19]([C:11]3[N:10]=[C:9]([C:4]4[CH:5]=[CH:6][C:7]([F:8])=[C:2]([F:1])[CH:3]=4)[CH:14]=[C:13]([C:15]([F:18])([F:17])[F:16])[N:12]=3)[CH:23]=2)=[CH:47][CH:46]=1)(=[O:43])=[O:44])([CH3:40])([CH3:37])[CH3:39] |^1:67,69,88,107|. Procedure details: A stirred mixture of 4-(3,4-difluoro-phenyl)-2-(4-tributylstannanyl-imidazol-1-yl)-6-trifluoromethyl-pyrimidine (Example G.13) (0.21 g, 0.34 mmol), commercially available 5-bromothiophene-2-N-tert-butylsulfonamide (0.11 g, 0.37 mmol), tetrakis(triphenylphosphine)palladium (0.024 g, 0.02 mmol) in toluene (3 ml) was heated under reflux conditions for 15 h, hexane (10 ml) was added and the mixture was stirred at RT for 1 h. The precipitate was collected by filtration and further purified by flash c... Reactants: C(C)(C)C=1C=C(C=CC1)[C@H](CCCC)N ((S)-1-(3-isopropylphenyl)pentan-1-amine), C(C)(C)(C)OC(=O)C1=C(C=CC=C1)C1=CC=C(C=C1)CN1C(=C(C2=CC(=CC=C12)C(=O)O)C)C (1-((2′-(tert-butoxycarbonyl)-[1,1′-biphenyl]-4-yl)methyl)-2,3-dimethyl-1H-indole-5-carboxylic acid). Product: C(C)(C)C=1C=C(C=CC1)[C@H](CCCC)NC(=O)C=1C=C2C(=C(N(C2=CC1)CC1=CC=C(C=C1)C=1C(=CC=CC1)C(=O)O)C)C ((S)-4′-((5-((1-(3-isopropylphenyl)pentyl)carbamoyl)-2,3-dimethyl-1H-indol-1-yl)methyl)-[1,1′-biphenyl]-2-carboxylic acid). As a reaction SMILES: [CH:1]([C:4]1[CH:5]=[C:6]([C@@H:10]([NH2:15])[CH2:11][CH2:12][CH2:13][CH3:14])[CH:7]=[CH:8][CH:9]=1)([CH3:3])[CH3:2].C([O:20][C:21]([C:23]1[CH:28]=[CH:27][CH:26]=[CH:25][C:24]=1[C:29]1[CH:34]=[CH:33][C:32]([CH2:35][N:36]2[C:44]3[C:39](=[CH:40][C:41]([C:45](O)=[O:46])=[CH:42][CH:43]=3)[C:38]([CH3:48])=[C:37]2[CH3:49])=[CH:31][CH:30]=1)=[O:22])(C)(C)C>>[CH:1]([C:4]1[CH:5]=[C:6]([C@@H:10]([NH:15][C:45]([C:41]2[CH:40]=[C:39]3[C:44](=[CH:43][CH:42]=2)[N:36]([CH2:35][C:32]2[CH:31]=[CH:30][C:29]([C:24]4[C:23]([C:21]([OH:22])=[O:20])=[CH:28][CH:27]=[CH:26][CH:25]=4)=[CH:34][CH:33]=2)[C:37]([CH3:49])=[C:38]3[CH3:48])=[O:46])[CH2:11][CH2:12][CH2:13][CH3:14])[CH:7]=[CH:8][CH:9]=1)([CH3:3])[CH3:2]. Reported procedure: The title compound was prepared following the same general protocol as described in Step 8-9, Example 1, using the (S)-1-(3-isopropylphenyl)pentan-1-amine and the 1-((2′-(tert-butoxycarbonyl)-[1,1′-biphenyl]-4-yl)methyl)-2,3-dimethyl-1H-indole-5-carboxylic acid. ESI-MS (m/z): 587 [M+H]+. Yield: 77.1%. Starting materials: C(C)(C)(C)[Si](O[C@H](C)[C@H]1C(N[C@@H]1[C@@H](C)C(=S)SC1=CC=CC=C1)=O)(C)C ((3S,4S)-3-[(1R)-1-(tertbutyldimethylsilyloxy)ethyl]-4-[(1R)-1-{(phenylthio)thiocarbonyl}ethyl]-2-oxoazetidine), cuprous chloride, C(C=C)OC(=O)N1[C@@H](C[C@@H](C1)S)C(N(C)C)=O ((2S,4S)-1-allyloxycarbonyl-2-(dimethylcarbamoyl)-4-mercaptopyrrolidine). The product is C(C=C)OC(=O)N1[C@@H](C[C@@H](C1)SC(=S)[C@H](C)[C@@H]1[C@H](C(N1)=O)[C@@H](C)O[Si](C)(C)C(C)(C)C)C(N(C)C)=O ((3S,4S)-4-[(1R)-1-{((2S,4S)-1-allyloxycarbonyl-2-(dimethylcarbamoyl)pyrrolidin- 4-ylthio)thiocarbonyl}ethyl]-3-[(1R)-1-(tertbutyldimethylsilyloxy)ethyl]-2-oxoazetidine). Reported procedure: To a mixture of (3S,4S)-3-[(1R)-1-(tertbutyldimethylsilyloxy)ethyl]-4-[(1R)-1-{(phenylthio)thiocarbonyl}ethyl]-2-oxoazetidine (100 mg) and cuprous chloride (30 mg) in acetonitrile (1 ml) was added (2S,4S)-1-allyloxycarbonyl-2-(dimethylcarbamoyl)-4-mercaptopyrrolidine (130 mg) and the mixture was stirred at the ambient temperature for 5 hours. The mixture was purified by preparative thin layer chromatography (developed with ethyl acetate) to give (3S,4S)-4-[(1R)-1-{((2S,4S)-1-allyloxycarbonyl-2-(... RXN SMILES: [C:1]([Si:5]([CH3:26])([CH3:25])[O:6][C@@H:7]([C@@H:9]1[C@@H:12]([C@H:13]([C:15](SC2C=CC=CC=2)=[S:16])[CH3:14])[NH:11][C:10]1=[O:24])[CH3:8])([CH3:4])([CH3:3])[CH3:2].[CH2:27]([O:30][C:31]([N:33]1[CH2:37][C@@H:36]([SH:38])[CH2:35][C@H:34]1[C:39](=[O:43])[N:40]([CH3:42])[CH3:41])=[O:32])[CH:28]=[CH2:29]>C(#N)C>[CH2:27]([O:30][C:31]([N:33]1[CH2:37][C@@H:36]([S:38][C:15]([C@@H:13]([C@H:12]2[NH:11][C:10](=[O:24])[C@@H:9]2[C@H:7]([O:6][Si:5]([C:1]([CH3:3])([CH3:2])[CH3:4])([CH3:25])[CH3:26])[CH3:8])[CH3:14])=[S:16])[CH2:35][C@H:34]1[C:39](=[O:43])[N:40]([CH3:41])[CH3:42])=[O:32])[CH:28]=[CH2:29]. Conditions: time 5 hour. The solvent is C(C)#N (acetonitrile).